The task is: describe an organic reaction: reactants, conditions, products, and yield. This data is from the Open Reaction Database (ORD), a public repository of structured organic reaction records. Run at time 24 hour. Solvent: O (water), C(C)(=O)O (acetic acid), C(C)(=O)O (acetic acid), O (water). RXN SMILES: [OH:1][C:2]1([CH3:21])[CH:9]2[C:10](=O)[C:5]([CH2:18][C:19]#[N:20])([C:6]3[CH:15]=[C:14]([O:16][CH3:17])[CH:13]=[CH:12][C:7]=3[CH2:8]2)[CH2:4][CH2:3]1.N1CCCC1.C1C=CC=CC=1.C([O-])(=O)C.[Na+]>O.C(O)(=O)C>[CH3:17][O:16][C:14]1[CH:15]=[C:6]2[C:7](=[CH:12][CH:13]=1)[CH2:8][CH2:9][C:10]1[C:5]2([CH2:18][C:19]#[N:20])[CH2:4][CH2:3][C:2](=[O:1])[CH:21]=1 |f:3.4|. Procedure: A mixture of the ketol II (285 g., 1.00 mole), pyrrolidine (213 g., 3.0 mole), acetic acid (180 g., 3.0 mole) and benzene (2l) was refluxed with water separation (Dean-Stark trap) under nitrogen for 30 hours. A buffer solution of sodium acetate (285 g) in water (670 ml) and acetic acid (560 ml) was added and refluxing was continued for 24 hours. The mixture was cooled, washed with 3N sulphuric acid (2 × 500 ml) and work up to give the crude enone III (orange gum). A sample crystallized from meth... The reactants are C(C)(=O)[O-].[Na+] (sodium acetate), OC1(CCC2(C3=C(CC1C2=O)C=CC(=C3)OC)CC#N)C (5,6,7,8,9,10-Hexahydro-8-hydroxy-3-methoxy-8-methyl-11-oxo-5,9-methanobenzocyclooctene-5-acetonitrile), N1CCCC1 (pyrrolidine), C1=CC=CC=C1 (benzene). Yields the product COC=1C=C2C3(CCC(C=C3CCC2=CC1)=O)CC#N (6-Methoxy-2,3,4,4a,9,10-hexahydro-2-oxo-phenanthrene-4a-acetonitrile). The reactants are CCOC(=O)c1[nH]c(C)c(C)c1CC, C1CCOC1, CC(=O)O, [NH4+], O=[N+]([O-])[O-], O. The product is CCOC(=O)c1[nH]c(C=O)c(C)c1CC. As a reaction SMILES: [CH2:1]([CH3:2])[c:3]1[c:4]([C:10](=[O:11])[O:12][CH2:13][CH3:14])[nH:5][c:6]([CH3:9])[c:7]1[CH3:8].[CH2:24]1[O:25][CH2:26][CH2:27][CH2:28]1.[CH3:20][C:21](=[O:22])[OH:23].[NH4+:15].[O-:16][N+:17](=[O:18])[O-:19].[OH2:29]>>[CH2:1]([CH3:2])[c:3]1[c:4]([C:10](=[O:11])[O:12][CH2:13][CH3:14])[nH:5][c:6]([CH:9]=[O:16])[c:7]1[CH3:8]. The reactants are NC1=C(C=NN1C1=C(C=CC=C1)OC)C#N (5-amino-1-(2-methoxyphenyl)-1H-pyrazole-4-carbonitrile), O1CCC(CC1)NN (1-(tetrahydro-2H-pyran-4-yl)hydrazine), COC(C)=C(C#N)C#N (2-(1-methoxyethylidene)malononitrile). Procedure: Following the procedure for the preparation of 5-amino-1-(2-methoxyphenyl)-1H-pyrazole-4-carbonitrile but substituting 1-(tetrahydro-2H-pyran-4-yl)hydrazine and 2-(1-methoxyethylidene)malononitrile provided the title compound. 400 MHz 1H NMR (CD3OD) δ 4.20 (m, 1H), 4.05 (m, 2H), 3.50 (m, 2H), 2.18 (s, 3H), 2.09 (m, 2H), 1.77 (m, 2H). MS: (M+H m/z 207.0). The product is NC1=C(C(=NN1C1CCOCC1)C)C#N (5-amino-3-methyl-1-(tetrahydro-2H-pyran-4-yl)-1H-pyrazole-4-carbonitrile). As a reaction SMILES: NC1N(C2C=CC=CC=2OC)N=CC=1C#N.[O:17]1[CH2:22][CH2:21][CH:20]([NH:23][NH2:24])[CH2:19][CH2:18]1.CO[C:27](=[C:29]([C:32]#[N:33])[C:30]#[N:31])[CH3:28]>>[NH2:33][C:32]1[N:23]([CH:20]2[CH2:21][CH2:22][O:17][CH2:18][CH2:19]2)[N:24]=[C:27]([CH3:28])[C:29]=1[C:30]#[N:31]. Reactants: [BH4-], CC(C)(C)[Si](C)(C)OC1CN(C(=O)c2cc3nccc(Oc4ccc([N+](=O)[O-])cc4F)c3s2)C1, O=C(O)CN(CCN(CC(=O)O)CC(=O)O)CC(=O)O, C1CCOC1, CO, [Na+]. The product is CC(C)(C)[Si](C)(C)OC1CN(C(=O)c2cc3nccc(Oc4ccc(N)cc4F)c3s2)C1. RXN SMILES: [BH4-:35].[C:1]([CH3:2])([CH3:3])([CH3:4])[Si:5]([O:6][CH:7]1[CH2:8][N:9]([C:11](=[O:12])[c:13]2[cH:14][c:15]3[n:16][cH:17][cH:18][c:19]([O:22][c:23]4[c:24]([F:32])[cH:25][c:26]([N+:29]([O-:30])=[O:31])[cH:27][cH:28]4)[c:20]3[s:21]2)[CH2:10]1)([CH3:33])[CH3:34].[CH2:37]([N:38]([CH2:39][C:40]([OH:41])=[O:42])[CH2:43][C:44]([OH:45])=[O:46])[CH2:47][N:48]([CH2:49][C:50]([OH:51])=[O:52])[CH2:53][C:54]([OH:55])=[O:56].[CH2:59]1[O:60][CH2:61][CH2:62][CH2:63]1.[CH3:57][OH:58].[Na+:36]>>[C:1]([CH3:2])([CH3:3])([CH3:4])[Si:5]([O:6][CH:7]1[CH2:8][N:9]([C:11](=[O:12])[c:13]2[cH:14][c:15]3[n:16][cH:17][cH:18][c:19]([O:22][c:23]4[c:24]([F:32])[cH:25][c:26]([NH2:29])[cH:27][cH:28]4)[c:20]3[s:21]2)[CH2:10]1)([CH3:33])[CH3:34]. The reactants are CCOC1=CC(=O)N(C2c3cc(C#N)ccc3OC(C)(C)C2O)C1, ClCCl, CC(=O)OC(C)=O, O, c1ccncc1. Yields the product CCOC1=CC(=O)N(C2c3cc(C#N)ccc3OC(C)(C)C2OC(C)=O)C1. Reaction SMILES: [C:1](#[N:2])[c:3]1[cH:4][cH:5][c:6]2[c:7]([cH:24]1)[CH:8]([N:15]1[C:16](=[O:23])[CH:17]=[C:18]([O:20][CH2:21][CH3:22])[CH2:19]1)[CH:9]([OH:14])[C:10]([CH3:12])([CH3:13])[O:11]2.[CH2:39]([Cl:40])[Cl:41].[CH3:31][C:32](=[O:33])[O:34][C:35](=[O:36])[CH3:37].[OH2:38].[cH:25]1[cH:26][cH:27][n:28][cH:29][cH:30]1>>[C:1](#[N:2])[c:3]1[cH:4][cH:5][c:6]2[c:7]([cH:24]1)[CH:8]([N:15]1[C:16](=[O:23])[CH:17]=[C:18]([O:20][CH2:21][CH3:22])[CH2:19]1)[CH:9]([O:14][C:32]([CH3:31])=[O:33])[C:10]([CH3:12])([CH3:13])[O:11]2. As a reaction SMILES: [C:1]([Si:5]([CH3:13])([CH3:12])[O:6][CH2:7][CH2:8][CH:9]1[CH2:11][O:10]1)([CH3:4])([CH3:3])[CH3:2].[N-:14]=[N+:15]=[N-:16].[Na+].[NH4+].[Cl-]>CO>[N:14]([CH2:11][CH:9]([OH:10])[CH2:8][CH2:7][O:6][Si:5]([C:1]([CH3:4])([CH3:3])[CH3:2])([CH3:13])[CH3:12])=[N+:15]=[N-:16] |f:1.2,3.4|. Reaction conditions: temperature 80 celsius, time 8 hour. Procedure details: A solution of 2-[2-[[(tert-butyl)dimethylsilyl]oxy]ethyl]-oxirane (5.0 g; prepared according to WO 2007/144423) in MeOH (150 mL) was reacted with NaN3 (3.95 g) and NH4Cl (2.37 g). The reaction mixture was further stirred at 80° C. overnight. The solvent was evaporated under reduced pressure and the residue was partitioned between EA and water. The org. layer was washed with brine, dried over Na2SO4 and evaporated under reduced pressure, affording a yellow oil (4.9 g; 81% yield). Solvent: CO (MeOH). Starting materials: C(C)(C)(C)[Si](OCCC1OC1)(C)C (2-[2-[[(tert-butyl)dimethylsilyl]oxy]ethyl]-oxirane), [N-]=[N+]=[N-].[Na+] (NaN3), [NH4+].[Cl-] (NH4Cl). Yield: 81.0%. Yields the product N(=[N+]=[N-])CC(CCO[Si](C)(C)C(C)(C)C)O (rac-1-azido-4-(tert-butyl-dimethyl-silanyloxy)-butan-2-ol). Procedure: 5-Bromo-methyl-4-methoxymethyl-beta-carboline-3-carboxylic acid ethyl ester (0.35 g) is left with imidazole (0.13 g) in dimethyl sulfoxide (4 ml) for three days at room temperature. The precipitate resulting after addition of water (40 ml) is recrystallized from ethanol and chromatographed on silica gel with a mixture of 19 parts of dichloromethane and one part of methanol. Thus 0.2 g of 5-(1-imidazolylmethyl)-4-methoxymethyl-beta-carboline-3-carboxylic acid ethyl ester with a melting point of 2... Reactants: C(C)OC(=O)C=1N=C(C=2NC3=CC=CC(=C3C2C1COC)Br)C (5-Bromo-methyl-4-methoxymethyl-beta-carboline-3-carboxylic acid ethyl ester), N1C=NC=C1 (imidazole), CS(=O)C (dimethyl sulfoxide), O (water). Reaction SMILES: [CH2:1]([O:3][C:4]([C:6]1[N:7]=[C:8](C)[C:9]2[NH:10][C:11]3[C:16]([C:17]=2[C:18]=1[CH2:19][O:20][CH3:21])=[C:15](Br)[CH:14]=[CH:13][CH:12]=3)=[O:5])[CH3:2].[NH:24]1[CH:28]=[CH:27][N:26]=[CH:25]1.O.[CH3:30]S(C)=O>>[CH2:1]([O:3][C:4]([C:6]1[N:7]=[CH:8][C:9]2[NH:10][C:11]3[C:16]([C:17]=2[C:18]=1[CH2:19][O:20][CH3:21])=[C:15]([CH2:30][C:25]1[NH:24][CH:28]=[CH:27][N:26]=1)[CH:14]=[CH:13][CH:12]=3)=[O:5])[CH3:2]. The product is C(C)OC(=O)C=1N=CC=2NC3=CC=CC(=C3C2C1COC)CC=1NC=CN1 (5-(1-imidazolylmethyl)-4-methoxymethyl-beta-carboline-3-carboxylic acid ethyl ester).